This data is from the Open Reaction Database (ORD), a public repository of structured organic reaction records. The task is: describe an organic reaction: reactants, conditions, products, and yield Reactants: COc1ccc(C#CBr)cc1F, Cc1ccccc1, CN1CCc2c([nH]c3ccc(Cl)cc23)C1, [K+], [K+], [K+], O=P([O-])([O-])[O-], c1cnc2c(c1)ccc1cccnc12. Yields the product COc1ccc(C#Cn2c3c(c4cc(Cl)ccc42)CCN(C)C3)cc1F. As a reaction SMILES: [Br:38][C:39]#[C:40][c:41]1[cH:42][c:43]([F:49])[c:44]([O:47][CH3:48])[cH:45][cH:46]1.[CH3:50][c:51]1[cH:52][cH:53][cH:54][cH:55][cH:56]1.[Cl:1][c:2]1[cH:3][c:4]2[c:5]3[c:6]([nH:7][c:8]2[cH:9][cH:10]1)[CH2:11][N:12]([CH3:15])[CH2:13][CH2:14]3.[K+:35].[K+:36].[K+:37].[P:30]([O-:31])([O-:32])([O-:33])=[O:34].[cH:16]1[cH:17][c:18]2[cH:19][cH:20][c:21]3[c:22]([c:23]2[n:24][cH:25]1)[n:26][cH:27][cH:28][cH:29]3>>[Cl:1][c:2]1[cH:3][c:4]2[c:5]3[c:6]([n:7]([C:39]#[C:40][c:41]4[cH:42][c:43]([F:49])[c:44]([O:47][CH3:48])[cH:45][cH:46]4)[c:8]2[cH:9][cH:10]1)[CH2:11][N:12]([CH3:15])[CH2:13][CH2:14]3. The reactants are S1C=CC2=C1OC1=C(NC2=O)C=CC=C1 (Thieno[2,3-b][1,5]benzoxazepin-4(5H)-one), C(CCC)(=O)Cl (butyryl chloride), [Cl-].[Al+3].[Cl-].[Cl-] (aluminium chloride). Solvent: ClCCCl (1,2-dichloroethane). Run at time 45 minute. Product: C(CCC)C1=CC2=C(OC3=C(NC2=O)C=CC=C3)S1 (2-butylthieno[2,3-b][1,5]benzoxazepin-4(5H)-one). Isolated yield 63.6%. RXN SMILES: [S:1]1[C:5]2[O:6][C:7]3[CH:15]=[CH:14][CH:13]=[CH:12][C:8]=3[NH:9][C:10](=[O:11])[C:4]=2[CH:3]=[CH:2]1.[C:16](Cl)(=O)[CH2:17][CH2:18][CH3:19].[Cl-].[Al+3].[Cl-].[Cl-]>ClCCCl>[CH2:16]([C:2]1[S:1][C:5]2[O:6][C:7]3[CH:15]=[CH:14][CH:13]=[CH:12][C:8]=3[NH:9][C:10](=[O:11])[C:4]=2[CH:3]=1)[CH2:17][CH2:18][CH3:19] |f:2.3.4.5|. Procedure details: Thieno[2,3-b][1,5]benzoxazepin-4(5H)-one (1.5 g) was suspended in 1,2-dichloroethane (20 ml) and butyryl chloride (880 mg) was added. To this reaction system was added portionwise aluminium chloride (4.6 g) under ice-cooling. The mixture was stirred at room temperature for 45 minutes. Insoluble matter was filtrated and the filtrate was poured into ice water, and chloroform was added. The organic layer was washed with water and dried over sodium sulfate. The solvent was evaporated under reduced p... The reactants are Cc1cc(C#N)c(F)cc1Br, CCCC[N+](CCCC)(CCCC)CCCC, C[Si](C)(C)C#N, ClC(Cl)(Cl)Cl, [F-], CC(C)(C#N)N=NC(C)(C)C#N, O=C1CCC(=O)N1Br, O. Yields the product N#CCc1cc(C#N)c(F)cc1Br. As a reaction SMILES: [Br:1][c:2]1[cH:3][c:4]([F:11])[c:5]([C:6]#[N:7])[cH:8][c:9]1[CH3:10].[CH2:39]([N+:40]([CH2:41][CH2:42][CH2:43][CH3:44])([CH2:45][CH2:46][CH2:47][CH3:48])[CH2:49][CH2:50][CH2:51][CH3:52])[CH2:53][CH2:54][CH3:55].[CH3:32][Si:33]([C:34]#[N:35])([CH3:36])[CH3:37].[Cl:56][C:57]([Cl:58])([Cl:59])[Cl:60].[F-:38].[N:12]#[C:13][C:14]([N:15]=[N:16][C:17]([C:18]#[N:19])([CH3:20])[CH3:21])([CH3:22])[CH3:23].[O:24]=[C:25]1[N:26]([Br:27])[C:28](=[O:29])[CH2:30][CH2:31]1.[OH2:61]>>[Br:1][c:2]1[cH:3][c:4]([F:11])[c:5]([C:6]#[N:7])[cH:8][c:9]1[CH2:10][C:13]#[N:12].